From a dataset of the Open Reaction Database (ORD), a public repository of structured organic reaction records. describe an organic reaction: reactants, conditions, products, and yield Reactants: C(C)OC=C(C#N)C#N (ethoxymethylenemalononitrile), C(C)(=O)[O-].[NH4+] (ammonium acetate), C(C1=CC=CC=C1)N1CCC(CC1)=O (1-benzyl-4-piperidone), N1CCCC1 (pyrrolidine). The solvent is O1CCOCC1 (dioxane), C1(=CC=CC=C1)C (toluene). Reaction conditions: time 1 hour. Product: NC1=NC=2CCN(CC2C=C1C#N)CC1=CC=CC=C1 (2-amino-6-benzyl-5,6,7,8-tetrahydro-1,6-naphthyridine-3-carbonitrile). The yield is 49.5%. As a reaction SMILES: [CH2:1]([N:8]1[CH2:13][CH2:12][C:11](=O)[CH2:10][CH2:9]1)[C:2]1[CH:7]=[CH:6][CH:5]=[CH:4][CH:3]=1.[NH:15]1CCCC1.C(O[CH:23]=[C:24]([C:27]#[N:28])[C:25]#[N:26])C.C([O-])(=O)C.[NH4+]>C1(C)C=CC=CC=1.O1CCOCC1>[NH2:26][C:25]1[C:24]([C:27]#[N:28])=[CH:23][C:12]2[CH2:13][N:8]([CH2:1][C:2]3[CH:7]=[CH:6][CH:5]=[CH:4][CH:3]=3)[CH2:9][CH2:10][C:11]=2[N:15]=1 |f:3.4|. Procedure: A solution of 1-benzyl-4-piperidone (26.8 g, 0.14 mole) and pyrrolidine (20 g, 0.28 mole) in toluene (300 ml) is refluxed for 4 hours with distilling off water. The reaction solution is concentrated to dryness under reduced pressure, and to the residue is added anhydrous dioxane (300 ml). To the mixture is added dropwise gradually with stirring a solution of ethoxymethylenemalononitrile (19 g, 0.16 mole) in anhydrous dioxane (40 ml) under ice-cooling. The mixture is warmed to room temperature, a... Reactants: CN(C1=C(C(=O)C2=C(C(=O)O)C(=C(C(=C2Cl)Cl)Cl)Cl)C=CC(=C1)N(C)C)C (2-(2,4-bis(dimethylamino)benzoyl)-3,4,5,6-tetrachlorobenzoic acid), CN(C1=CC(=CC=C1)N(C)C)C (N,N,N',N'-tetramethyl-m-phenylenediamine), C(C)(=O)OC(C)=O (acetic anhydride). Run in CCCCCC (hexane). Yields the product CN(C1=C(C=CC(=C1)N(C)C)C1OC(=O)C2=C(C(=C(C(=C12)Cl)Cl)Cl)Cl)C (2,4-bis(dimethylamino)phenyl-4,5,6,7-tetrachlorophthalide). RXN SMILES: [CH3:1][N:2]([CH3:27])[C:3]1[CH:23]=[C:22]([N:24]([CH3:26])[CH3:25])[CH:21]=[CH:20][C:4]=1[C:5]([C:7]1[C:15]([Cl:16])=[C:14]([Cl:17])[C:13]([Cl:18])=[C:12]([Cl:19])[C:8]=1[C:9](O)=[O:10])=[O:6].CN(C)C1C=CC=C(N(C)C)C=1.C(OC(=O)C)(=O)C>CCCCCC>[CH3:27][N:2]([CH3:1])[C:3]1[CH:23]=[C:22]([N:24]([CH3:26])[CH3:25])[CH:21]=[CH:20][C:4]=1[CH:5]1[C:7]2[C:8](=[C:12]([Cl:19])[C:13]([Cl:18])=[C:14]([Cl:17])[C:15]=2[Cl:16])[C:9](=[O:10])[O:6]1. Reported procedure: A mixture of most of the 2-(2,4-bis(dimethylamino)benzoyl)-3,4,5,6-tetrachlorobenzoic acid from part A of this example, N,N,N',N'-tetramethyl-m-phenylenediamine (0.82 g. plus 0.4 g.) and acetic anhydride was heated under reflux. Concentration of a toluene extract of the resulting product gave a tar, which was slurried in hexane, affording 3,3-bis(2,4-bis(dimethylamino)phenyl-4,5,6,7-tetrachlorophthalide (I: X = Y2 = Y4 = (CH3)2N, Z4 = Z5 = Z6 = Z7 = Cl) (m.p. 195°-197° C.). The reactants are O=C(NC(CO)CC12CCC(CC1)CC2)OCc1ccccc1, CS(=O)(=O)Cl, ClCCl, O. Product: CS(=O)(=O)OCC(CC12CCC(CC1)CC2)NC(=O)OCc1ccccc1. Reaction SMILES: [C:1]12([CH2:9][CH:10]([CH2:11][OH:12])[NH:13][C:14]([O:15][CH2:16][c:17]3[cH:18][cH:19][cH:20][cH:21][cH:22]3)=[O:23])[CH2:2][CH2:3][CH:4]([CH2:5][CH2:6]1)[CH2:7][CH2:8]2.[CH3:24][S:25]([Cl:26])(=[O:27])=[O:28].[Cl:30][CH2:31][Cl:32].[OH2:29]>>[C:1]12([CH2:9][CH:10]([CH2:11][O:12][S:25]([CH3:24])(=[O:27])=[O:28])[NH:13][C:14]([O:15][CH2:16][c:17]3[cH:18][cH:19][cH:20][cH:21][cH:22]3)=[O:23])[CH2:2][CH2:3][CH:4]([CH2:5][CH2:6]1)[CH2:7][CH2:8]2. Starting materials: BrCCCCOC=1C=C2C=CC(NC2=CC1)=O (6-(4-bromobutoxy)-carbostyril), BrC1=CC=C(C=C1)S (4-bromo-thiophenol). Yields the product BrC1=CC=C(C=C1)SCCCCOC=1C=C2C=CC(NC2=CC1)=O (6-[4-(4-Bromophenyl-mercapto)-butoxy]-carbostyril). Reaction SMILES: Br[CH2:2][CH2:3][CH2:4][CH2:5][O:6][C:7]1[CH:8]=[C:9]2[C:14](=[CH:15][CH:16]=1)[NH:13][C:12](=[O:17])[CH:11]=[CH:10]2.[Br:18][C:19]1[CH:24]=[CH:23][C:22]([SH:25])=[CH:21][CH:20]=1>>[Br:18][C:19]1[CH:24]=[CH:23][C:22]([S:25][CH2:2][CH2:3][CH2:4][CH2:5][O:6][C:7]2[CH:8]=[C:9]3[C:14](=[CH:15][CH:16]=2)[NH:13][C:12](=[O:17])[CH:11]=[CH:10]3)=[CH:21][CH:20]=1. Procedure: Prepared analogous to Example 122 from 6-(4-bromobutoxy)-carbostyril (m.p. 198°-199° C.) and 4-bromo-thiophenol.